This data is from the Open Reaction Database (ORD), a public repository of structured organic reaction records. The task is: describe an organic reaction: reactants, conditions, products, and yield Run in CO (methanol). Product: O([Si](C)(C)C(C)(C)C)C(CCC[C@@H]1[C@H]([C@H](C[C@H]1O)OC1OCCCC1)C\C=C/CCCC(=O)OC)C(CCC)(F)F (methyl (Z)-7-[(1R)-(2R,3R,5S)-2-{4(R,S)-t-butyldimethylsiloxy-5,5-difluorooctyl}-3-hydroxy-5-tetrahydropyranyloxycylopentyl]hept-5-enoate). RXN SMILES: C(=O)([O-])[O-].[K+].[K+].[O:7]([CH:15]([C:50]([F:55])([F:54])[CH2:51][CH2:52][CH3:53])[CH2:16][CH2:17][CH2:18][C@H:19]1[C@H:23]([O:24]C(=O)C2C=CC=CC=2)[CH2:22][C@H:21]([O:33][CH:34]2[CH2:39][CH2:38][CH2:37][CH2:36][O:35]2)[C@@H:20]1[CH2:40]/[CH:41]=[CH:42]\[CH2:43][CH2:44][CH2:45][C:46]([O:48][CH3:49])=[O:47])[Si:8]([C:11]([CH3:14])([CH3:13])[CH3:12])([CH3:10])[CH3:9]>CO>[O:7]([CH:15]([C:50]([F:55])([F:54])[CH2:51][CH2:52][CH3:53])[CH2:16][CH2:17][CH2:18][C@H:19]1[C@H:23]([OH:24])[CH2:22][C@H:21]([O:33][CH:34]2[CH2:39][CH2:38][CH2:37][CH2:36][O:35]2)[C@@H:20]1[CH2:40]/[CH:41]=[CH:42]\[CH2:43][CH2:44][CH2:45][C:46]([O:48][CH3:49])=[O:47])[Si:8]([C:11]([CH3:12])([CH3:13])[CH3:14])([CH3:9])[CH3:10] |f:0.1.2|. Procedure details: Potassium carbonate (0.125 g) was added to a solution of the compound (39) (0.689 g) in methanol, and the resultant mixture was stirred at room temperature for 2 hours. An additional amount (1.75 g) of potassium carbonate was added thereto, and the mixture was left on standing overnight. The crude product obtained after the usual work-up was subjected to silicagel column chromatography to give the monoalcohol (40). Reactants: C([O-])([O-])=O.[K+].[K+] (potassium carbonate), C([O-])([O-])=O.[K+].[K+] (Potassium carbonate), O([Si](C)(C)C(C)(C)C)C(CCC[C@@H]1[C@H]([C@H](C[C@H]1OC(C1=CC=CC=C1)=O)OC1OCCCC1)C\C=C/CCCC(=O)OC)C(CCC)(F)F (methyl (Z)-7-[(1R)-(2R,3R,5S)-2-{4(R,S)-t-butyldimethylsiloxy-5,5-difluorooctyl}-3-bezoyloxy-5-tetrahydropyranyloxycylopentyl-]hept-5-enoate), resultant mixture. Run at time 8 hour. The reactants are ClC1=NC(=C2C(=N1)N(N=C2)C2OCCCC2)C=2C=C(C=CC2)NC(C=C)=O (N-(3-(6-Chloro-1-(tetrahydro-2H-pyran-2-yl)-1H-pyrazolo[3,4-d]pyrimidin-4-yl)phenyl)acrylamide), FC=1C=C(N)C=CC1N1CCOCC1 (3-fluoro-4-morpholinoaniline). The product is FC=1C=C(C=CC1N1CCOCC1)NC1=NC(=C2C(=N1)N(N=C2)C2OCCCC2)C=2C=C(C=CC2)NC(C=C)=O (N-(3-(6-((3-fluoro-4-morpholinophenyl)amino)-1-(tetrahydro-2H-pyran-2-yl)-1H-pyrazolo[3,4-d]pyrimidin-4-yl)phenyl)acrylamide). Reaction SMILES: Cl[C:2]1[N:7]=[C:6]2[N:8]([CH:11]3[CH2:16][CH2:15][CH2:14][CH2:13][O:12]3)[N:9]=[CH:10][C:5]2=[C:4]([C:17]2[CH:18]=[C:19]([NH:23][C:24](=[O:27])[CH:25]=[CH2:26])[CH:20]=[CH:21][CH:22]=2)[N:3]=1.[F:28][C:29]1[CH:30]=[C:31]([CH:33]=[CH:34][C:35]=1[N:36]1[CH2:41][CH2:40][O:39][CH2:38][CH2:37]1)[NH2:32]>>[F:28][C:29]1[CH:30]=[C:31]([NH:32][C:2]2[N:7]=[C:6]3[N:8]([CH:11]4[CH2:16][CH2:15][CH2:14][CH2:13][O:12]4)[N:9]=[CH:10][C:5]3=[C:4]([C:17]3[CH:18]=[C:19]([NH:23][C:24](=[O:27])[CH:25]=[CH2:26])[CH:20]=[CH:21][CH:22]=3)[N:3]=2)[CH:33]=[CH:34][C:35]=1[N:36]1[CH2:37][CH2:38][O:39][CH2:40][CH2:41]1. Procedure details: N-(3-(6-Chloro-1-(tetrahydro-2H-pyran-2-yl)-1H-pyrazolo[3,4-d]pyrimidin-4-yl)phenyl)acrylamide can then be reacted with 3-fluoro-4-morpholinoaniline under palladium catalyzed aminolysis conditions to yield N-(3-(6-((3-fluoro-4-morpholinophenyl)amino)-1-(tetrahydro-2H-pyran-2-yl)-1H-pyrazolo[3,4-d]pyrimidin-4-yl)phenyl)acrylamide, which can be deprotected under mild acidic conditions to provide N-(3-(6-((3-fluoro-4-morpholinophenyl)amino)-1H-pyrazolo[3,4-d]pyrimidin-4-yl)phenyl)acrylamide. Isolated yield 97.5%. Procedure: A mixture of 4-hydroxy-3-methyl-benzaldehyde (7.0 g, 51.4 mmol), K2CO3 (21.32 g, 154.2 mmol) and 2-bromoethyl acetate (25.8 g, 154.2 mmol) in acetone (250 mL) is refluxed for 18 h before it is diluted with diethyl ether (300 mL) and washed with water (3×250 mL). The washings are extracted with diethyl ether (200 mL). The combined organic extracts are dried over MgSO4 and concentrated. The remaining residue is purified by column chromatography on silica gel eluting with heptane/EA 1:1 to afford t... Reactants: OC1=C(C=C(C=O)C=C1)C (4-hydroxy-3-methyl-benzaldehyde), C(=O)([O-])[O-].[K+].[K+] (K2CO3), C(C)(=O)OCCBr (2-bromoethyl acetate). RXN SMILES: [OH:1][C:2]1[CH:9]=[CH:8][C:5]([CH:6]=[O:7])=[CH:4][C:3]=1[CH3:10].C([O-])([O-])=O.[K+].[K+].[C:17]([O:20][CH2:21][CH2:22]Br)(=[O:19])[CH3:18]>CC(C)=O.C(OCC)C>[C:17]([O:20][CH2:21][CH2:22][O:1][C:2]1[CH:9]=[CH:8][C:5]([CH:6]=[O:7])=[CH:4][C:3]=1[CH3:10])(=[O:19])[CH3:18] |f:1.2.3|. Product: C(C)(=O)OCCOC1=C(C=C(C=O)C=C1)C (4-(2-acetoxy-ethoxy)-3-methylbenzaldehyde). The solvent is CC(=O)C (acetone), C(C)OCC (diethyl ether). Product: O=C(O)c1cccc([N+](=O)[O-])c1CBr. Reactants: O=C1CCC(=O)N1Br, O=C(OOC(=O)c1ccccc1)c1ccccc1, ClC(Cl)(Cl)Cl, Cc1c(C(=O)O)cccc1[N+](=O)[O-], CCOCC. RXN SMILES: [Br:14][N:15]1[C:16](=[O:17])[CH2:18][CH2:19][C:20]1=[O:21].[C:22]([O:23][O:24][C:25](=[O:26])[c:27]1[cH:28][cH:29][cH:30][cH:31][cH:32]1)(=[O:33])[c:34]1[cH:35][cH:36][cH:37][cH:38][cH:39]1.[C:40]([Cl:41])([Cl:42])([Cl:43])[Cl:44].[CH3:1][c:2]1[c:3]([C:4](=[O:5])[OH:6])[cH:7][cH:8][cH:9][c:10]1[N+:11](=[O:12])[O-:13].[CH3:45][CH2:46][O:47][CH2:48][CH3:49]>>[CH2:1]([c:2]1[c:3]([C:4](=[O:5])[OH:6])[cH:7][cH:8][cH:9][c:10]1[N+:11](=[O:12])[O-:13])[Br:14]. As a reaction SMILES: [CH3:72][S:73]([CH3:74])=[O:75].[Cl:1][c:2]1[c:3](-[c:4]2[cH:5][cH:6][cH:7][c:8]([F:9])[n:10]2)[cH:11][c:12]([NH:13][CH:14]2[CH2:15][CH2:16][CH:17]([OH:18])[CH2:19][CH2:20]2)[n:21][cH:22]1.[Cl:37][c:38]1[c:39](-[c:52]2[n:53][c:54]([NH:58][CH:59]3[CH2:60][CH2:61][N:62]([C:65]([O:66][C:67]([CH3:68])([CH3:69])[CH3:70])=[O:71])[CH2:63][CH2:64]3)[cH:55][cH:56][cH:57]2)[cH:40][c:41]([NH:44][CH:45]2[CH2:46][CH2:47][CH:48]([OH:51])[CH2:49][CH2:50]2)[n:42][cH:43]1.[NH2:23][CH:24]1[CH2:25][CH2:26][N:27]([C:28]([O:29][C:30]([CH3:31])([CH3:32])[CH3:33])=[O:34])[CH2:35][CH2:36]1>>[Cl:37][c:38]1[c:39](-[c:52]2[n:53][c:54]([NH:58][CH:59]3[CH2:60][CH2:61][NH:62][CH2:63][CH2:64]3)[cH:55][cH:56][cH:57]2)[cH:40][c:41]([NH:44][CH:45]2[CH2:46][CH2:47][CH:48]([OH:51])[CH2:49][CH2:50]2)[n:42][cH:43]1. The product is OC1CCC(Nc2cc(-c3cccc(NC4CCNCC4)n3)c(Cl)cn2)CC1. The reactants are CS(C)=O, OC1CCC(Nc2cc(-c3cccc(F)n3)c(Cl)cn2)CC1, CC(C)(C)OC(=O)N1CCC(Nc2cccc(-c3cc(NC4CCC(O)CC4)ncc3Cl)n2)CC1, CC(C)(C)OC(=O)N1CCC(N)CC1. Reactants: ClCCC1OC=2C(=C3C=CC=NC3=CC2)C(N(C1)C)=S (4-(2-chloroethyl)-3,4-dihydro-2-methyl-[1,4]-oxazepino[6,7-f]quinoline-1(2H )-thione), CNC (dimethylamine). Yields the product Cl.CN(CCC1OC=2C(=C3C=CC=NC3=CC2)C(N(C1)C)=S)C (4-[2-(Dimethylamino)ethyl]-3,4-dihydro-2-methyl[1,4]-oxazepino[6,7-f]quinoline-1(2H)-thione hydrochloride). RXN SMILES: [Cl:1][CH2:2][CH2:3][CH:4]1[CH2:18][N:17]([CH3:19])[C:16](=[S:20])[C:7]2=[C:8]3[C:13](=[CH:14][CH:15]=[C:6]2[O:5]1)[N:12]=[CH:11][CH:10]=[CH:9]3.[CH3:21][NH:22][CH3:23]>>[ClH:1].[CH3:21][N:22]([CH3:23])[CH2:2][CH2:3][CH:4]1[CH2:18][N:17]([CH3:19])[C:16](=[S:20])[C:7]2=[C:8]3[C:13](=[CH:14][CH:15]=[C:6]2[O:5]1)[N:12]=[CH:11][CH:10]=[CH:9]3 |f:2.3|. Reported procedure: Following the procedure of Example 31, 4-(2-chloroethyl)-3,4-dihydro-2-methyl-[1,4]-oxazepino[6,7-f]quinoline-1(2H )-thione is reacted with dimethylamine to give the title compound. Starting materials: C12(CC3CC(CC(C1)C3)C2)C(=O)OC(C(F)(F)C(=O)OCC)C2=CC=CC=C2 (2-ethoxycarbonyl-2,2-difluoro-1-phenylethyl 1-adamantanecarboxylate), O1CCOCC1 (1,4-dioxane), [OH-].[Na+] (sodium hydroxide). The solvent is O (Water). Run at time 2 hour. Yields the product C12(CC3CC(CC(C1)C3)C2)C(=O)OC(C(C(=O)[O-])(F)F)C2=CC=CC=C2.[Na+] (sodium 3-(adamantane-1-carbonyloxy)-2,2-difluoro-3-phenylpropionate). Reaction SMILES: [C:1]12([C:11]([O:13][CH:14]([C:23]3[CH:28]=[CH:27][CH:26]=[CH:25][CH:24]=3)[C:15]([C:18]([O:20]CC)=[O:19])([F:17])[F:16])=[O:12])[CH2:10][CH:5]3[CH2:6][CH:7]([CH2:9][CH:3]([CH2:4]3)[CH2:2]1)[CH2:8]2.O1CCOCC1.[OH-].[Na+:36]>O>[C:1]12([C:11]([O:13][CH:14]([C:23]3[CH:28]=[CH:27][CH:26]=[CH:25][CH:24]=3)[C:15]([F:16])([F:17])[C:18]([O-:20])=[O:19])=[O:12])[CH2:8][CH:7]3[CH2:9][CH:3]([CH2:4][CH:5]([CH2:6]3)[CH2:10]1)[CH2:2]2.[Na+:36] |f:2.3,5.6|. Reported procedure: A mixture of 6.6 g of 2-ethoxycarbonyl-2,2-difluoro-1-phenylethyl 1-adamantanecarboxylate, prepared in Synthesis Example 1-5, 20 g of 1,4-dioxane, and 2.5 g of 25 wt % sodium hydroxide was stirred for 2 hours. Water, 30 g, was added to the reaction solution. The reaction solution was washed with n-hexane, obtaining an aqueous solution of sodium 3-(adamantane-1-carbonyloxy)-2,2-difluoro-3-phenylpropionate. To this solution, 32 g of an aqueous solution of triphenylsulfonium chloride and 100 g of m...